Dataset: the Open Reaction Database (ORD), a public repository of structured organic reaction records. Task: describe an organic reaction: reactants, conditions, products, and yield Reactants: CC(=O)O, ClCCl, CCCc1c(OCc2cccc([N+](=O)[O-])c2)ccc(C(C)=O)c1O, [Zn]. Product: CCCc1c(OCc2cccc(N)c2)ccc(C(C)=O)c1O. RXN SMILES: [CH3:25][C:26](=[O:27])[OH:28].[Cl:29][CH2:30][Cl:31].[OH:1][c:2]1[c:3]([C:22]([CH3:23])=[O:24])[cH:4][cH:5][c:6]([O:11][CH2:12][c:13]2[cH:14][c:15]([N+:19]([O-:20])=[O:21])[cH:16][cH:17][cH:18]2)[c:7]1[CH2:8][CH2:9][CH3:10].[Zn:32]>>[OH:1][c:2]1[c:3]([C:22]([CH3:23])=[O:24])[cH:4][cH:5][c:6]([O:11][CH2:12][c:13]2[cH:14][c:15]([NH2:19])[cH:16][cH:17][cH:18]2)[c:7]1[CH2:8][CH2:9][CH3:10]. The reactants are [H-].[Al+3].[Li+].[H-].[H-].[H-] (lithium aluminum hydride), [N+](=O)([O-])C=CC=1OC(=CC1)C1=CC=CC=C1 (2-(2-nitrovinyl)-5-phenylfuran). Yields the product C1(=CC=CC=C1)C1=CC=C(O1)CCN (2-(5-Phenylfuran-2-yl)ethylamine). The yield is 20.3%. As a reaction SMILES: [H-].[Al+3].[Li+].[H-].[H-].[H-].[N+:7]([CH:10]=[CH:11][C:12]1[O:13][C:14]([C:17]2[CH:22]=[CH:21][CH:20]=[CH:19][CH:18]=2)=[CH:15][CH:16]=1)([O-])=O>>[C:17]1([C:14]2[O:13][C:12]([CH2:11][CH2:10][NH2:7])=[CH:16][CH:15]=2)[CH:18]=[CH:19][CH:20]=[CH:21][CH:22]=1 |f:0.1.2.3.4.5|. Procedure: Cool lithium aluminum hydride (21 mL, 1.0 M solution in ether) to 0° C. and add 2-(2-nitrovinyl)-5-phenylfuran (760 mg, 3.53 mmol in 5 mL of ether). Stir reaction to room temperature for 15 hours. Re-cool reaction to 0° C. and quench with 0.80 mL of water, followed by 0.80 mL 1M sodium hydroxide and 0.80 mL of water (×3). Dilute reaction with additional tetrahydrofuran and stir at room temperature for 2 hours. Filter and dry over sodium sulfate and filter again. Concentrate and perform flash col... The reactants are C1(C=2C(C(N1)=O)=CC=CC2)=O.C2(=CC=CC=C2)CCCN2CC1(CCC(CC1(CC2)C2=CC(=CC=C2)OC)N)C (N-(3-Phenylpropyl)-6-amino-4a-(3-methoxyphenyl)-8a-methyloctahydro-isoquinoline Phthalimide), O.NN (hydrazine hydrate). The solvent is C(C)O (ethanol). Product: C1(=CC=CC=C1)CCCN1CC2(CCC(CC2(CC1)C1=CC(=CC=C1)OC)N)C (N-(3-Phenylpropyl)-6-amino-4a-(3-methoxyphenyl)-8a-methyloctahydroisoquinoline). Yield: 97.2%. As a reaction SMILES: C1(=O)NC(=O)C2=CC=CC=C12.[C:12]1([CH2:18][CH2:19][CH2:20][N:21]2[CH2:30][CH2:29][C:28]3([C:31]4[CH:36]=[CH:35][CH:34]=[C:33]([O:37][CH3:38])[CH:32]=4)[C:23]([CH3:40])([CH2:24][CH2:25][CH:26]([NH2:39])[CH2:27]3)[CH2:22]2)[CH:17]=[CH:16][CH:15]=[CH:14][CH:13]=1.O.NN>C(O)C>[C:12]1([CH2:18][CH2:19][CH2:20][N:21]2[CH2:30][CH2:29][C:28]3([C:31]4[CH:36]=[CH:35][CH:34]=[C:33]([O:37][CH3:38])[CH:32]=4)[C:23]([CH3:40])([CH2:24][CH2:25][CH:26]([NH2:39])[CH2:27]3)[CH2:22]2)[CH:17]=[CH:16][CH:15]=[CH:14][CH:13]=1 |f:0.1,2.3|. Procedure details: Compound 23 (2.00 g, 0.0038 mol) and hydrazine hydrate (1.02 mL, 21.0 mmol) were dissolved in ethanol (100 mL) and refluxed overnight. The solution was then cooled, and the white precipitate was filtered and washed with cold ethanol. The solution was concentrated under reduced pressure and the crude material taken up in 3:1, CH2Cl2/THF (100 mL). The resulting white precipitate was filtered and washed with cold CH2Cl2 (50 mL). The combined organic layer was dried (Na2SO4) and concentrated under r... Starting materials: CC(=O)OC(C)=O, O=c1c(-c2ccc(Cl)cc2)c2c(cn1CO)Sc1ccccc1N2, c1ccncc1. The product is CC(=O)OCn1cc2c(c(-c3ccc(Cl)cc3)c1=O)Nc1ccccc1S2. Reaction SMILES: [CH3:25][C:26](=[O:27])[O:28][C:29](=[O:30])[CH3:31].[Cl:1][c:2]1[cH:3][cH:4][c:5](-[c:8]2[c:9](=[O:24])[n:10]([CH2:22][OH:23])[cH:11][c:12]3[c:17]2[NH:16][c:15]2[c:14]([cH:21][cH:20][cH:19][cH:18]2)[S:13]3)[cH:6][cH:7]1.[cH:32]1[cH:33][cH:34][n:35][cH:36][cH:37]1>>[Cl:1][c:2]1[cH:3][cH:4][c:5](-[c:8]2[c:9](=[O:24])[n:10]([CH2:22][O:23][C:26]([CH3:25])=[O:27])[cH:11][c:12]3[c:17]2[NH:16][c:15]2[c:14]([cH:21][cH:20][cH:19][cH:18]2)[S:13]3)[cH:6][cH:7]1. Starting materials: II (iodine), COC=1C=C2CCC(N(C2=CC1)C)=O (6-Methoxy-1-methyl-3,4-dihydro-1H-quinolin-2-one). The reagents and catalysts are FC(C(=O)[O-])(F)F.[Ag+] (Silver trifluoroacetate). Solvent: C(Cl)Cl (methylene chloride), C(Cl)Cl (methylene chloride). Reaction conditions: time 8 hour. Yields the product IC1=C(C=C2CCC(N(C2=C1)C)=O)OC (7-Iodo-6-methoxy-1-methyl-3,4-dihydro-1H-quinolin-2-one). The yield is 47.8%. RXN SMILES: [CH3:1][O:2][C:3]1[CH:4]=[C:5]2[C:10](=[CH:11][CH:12]=1)[N:9]([CH3:13])[C:8](=[O:14])[CH2:7][CH2:6]2.[I:15]I>FC(F)(F)C([O-])=O.[Ag+].C(Cl)Cl>[I:15][C:12]1[CH:11]=[C:10]2[C:5]([CH2:6][CH2:7][C:8](=[O:14])[N:9]2[CH3:13])=[CH:4][C:3]=1[O:2][CH3:1] |f:2.3|. Procedure: Silver trifluoroacetate (2.32 g, 10.48 mmol) was added to a dry methylene chloride (100 ml) solution of 6-Methoxy-1-methyl-3,4-dihydro-1H-quinolin-2-one (1.0 g, 5.24 mmol) followed by the dropwise addition of methylene chloride (100 ml) solution of iodine (1.33 g, 10.48 mmol) over 15 minutes. The reaction mixture was stirred overnight and the precipitated silver iodide salts were filtered off. The filtrate was concentrated down to a residue which was chromatographed using 50% ethylacetate/hexane... Conditions: time 18 hour. Yields the product C(C1=CC=CC=C1)OC=1C=C(CC2C(CCCC2)=NO)C=CC1[N+](=O)[O-] (2-(3-Benzyloxy-4-nitrobenzyl)-cyclohexanone Oxime). Reactants: C(C1=CC=CC=C1)OC=1C=C(CC2C(CCCC2)=O)C=CC1[N+](=O)[O-] (2-(3-benzyloxy-4-nitrobenzyl)-cyclohexanone), Cl.NO (hydroxylamine hydrochloride), C(C)(=O)[O-].[Na+] (sodium acetate), O (water). Solvent: CO (MeOH). Procedure: A mixture of 2-(3-benzyloxy-4-nitrobenzyl)-cyclohexanone (1.0 g, 2.95 mmol), hydroxylamine hydrochloride (407 mg, 5.9 mmol) and sodium acetate (726 mg, 8.85 mmol) in MeOH (20 mL)/water (4 mL) is stirred at RT for 18 h. The resulting precipitate is filtered and washed with water to give the title compound as a yellow solid: (M+1)+=355. RXN SMILES: [CH2:1]([O:8][C:9]1[CH:10]=[C:11]([CH:20]=[CH:21][C:22]=1[N+:23]([O-:25])=[O:24])[CH2:12][CH:13]1[CH2:18][CH2:17][CH2:16][CH2:15][C:14]1=O)[C:2]1[CH:7]=[CH:6][CH:5]=[CH:4][CH:3]=1.Cl.[NH2:27][OH:28].C([O-])(=O)C.[Na+].O>CO>[CH2:1]([O:8][C:9]1[CH:10]=[C:11]([CH:20]=[CH:21][C:22]=1[N+:23]([O-:25])=[O:24])[CH2:12][CH:13]1[CH2:18][CH2:17][CH2:16][CH2:15][C:14]1=[N:27][OH:28])[C:2]1[CH:7]=[CH:6][CH:5]=[CH:4][CH:3]=1 |f:1.2,3.4|. The reactants are C(#N)N=C(NC=1C(=NC=CC1)N(C)C)OC1=CC=CC=C1 (N'-Cyano-N-(2-dimethylamino-3-pyridyl)-O-phenylisourea), C1(=CC=CC=C1)C1(CCC1)N (1-phenylcyclobutylamine), CN1CCOCC1 (N-methylmorpholine). Run in O1CCOCC1 (dioxane). The product is CN(C1=NC=CC=C1NC(=NC#N)NC1(CCC1)C1=CC=CC=C1)C (N-[2-(Dimethylamino)-3-pyridyl]-N"-cyano-N'-(1-phenylcyclobutyl)guanidine). Isolated yield 44.2%. Reaction SMILES: [C:1]([N:3]=[C:4](OC1C=CC=CC=1)[NH:5][C:6]1[C:7]([N:12]([CH3:14])[CH3:13])=[N:8][CH:9]=[CH:10][CH:11]=1)#[N:2].[C:22]1([C:28]2([NH2:32])[CH2:31][CH2:30][CH2:29]2)[CH:27]=[CH:26][CH:25]=[CH:24][CH:23]=1.CN1CCOCC1>O1CCOCC1>[CH3:14][N:12]([CH3:13])[C:7]1[C:6]([NH:5][C:4]([NH:32][C:28]2([C:22]3[CH:27]=[CH:26][CH:25]=[CH:24][CH:23]=3)[CH2:29][CH2:30][CH2:31]2)=[N:3][C:1]#[N:2])=[CH:11][CH:10]=[CH:9][N:8]=1. Reported procedure: A stirred mixture of the product from Step 1 (3.23 g, 0.0115 mol), 1-phenylcyclobutylamine (1.73 g, 0.0126 mol) (A. Kalir and Z. Pelah, Israel J. Chem. 5:223 (1967)), N-methylmorpholine (2.74 ml, 0.0249 mol) and dioxane (40 ml) was refluxed, under nitrogen for 18 hours and concentrated in vacuo. The residue was mixed with EtOAc and concentrated to give a solid which was recrystallized from EtOAc-hexane to give 1.7 g, mp 204°-205° C. of the titled product.